This data is from the Open Reaction Database (ORD), a public repository of structured organic reaction records. The task is: describe an organic reaction: reactants, conditions, products, and yield The reactants are C[Si](C)(C)C#CC=1C(NC(N([C@H]2C[C@H](O)[C@@H](COC(C3=CC=C(C=C3)OC)(C3=CC=CC=C3)C3=CC=CC=C3)O2)C1)=O)=O (2′-deoxy-5-[(trimethylsilyl)ethynyl]-5′-O-(4-methoxytrityl)-uridine), CCCC[N+](CCCC)(CCCC)CCCC.[F-] (TBAF). Run in C1CCOC1 (THF). Reaction conditions: time 7 hour. Yields the product C(#C)C=1C(NC(N([C@H]2C[C@H](O)[C@@H](COC(C3=CC=C(C=C3)OC)(C3=CC=CC=C3)C3=CC=CC=C3)O2)C1)=O)=O (2′-deoxy-5-ethynyl-5′-O-(4-methoxytrityl)-uridine). As a reaction SMILES: C[Si]([C:5]#[C:6][C:7]1[C:8](=[O:43])[NH:9][C:10](=[O:42])[N:11]([CH:41]=1)[C@@H:12]1[O:40][C@H:16]([CH2:17][O:18][C:19]([C:34]2[CH:39]=[CH:38][CH:37]=[CH:36][CH:35]=2)([C:28]2[CH:33]=[CH:32][CH:31]=[CH:30][CH:29]=2)[C:20]2[CH:25]=[CH:24][C:23]([O:26][CH3:27])=[CH:22][CH:21]=2)[C@@H:14]([OH:15])[CH2:13]1)(C)C.CCCC[N+](CCCC)(CCCC)CCCC.[F-]>C1COCC1>[C:6]([C:7]1[C:8](=[O:43])[NH:9][C:10](=[O:42])[N:11]([CH:41]=1)[C@@H:12]1[O:40][C@H:16]([CH2:17][O:18][C:19]([C:28]2[CH:29]=[CH:30][CH:31]=[CH:32][CH:33]=2)([C:34]2[CH:39]=[CH:38][CH:37]=[CH:36][CH:35]=2)[C:20]2[CH:21]=[CH:22][C:23]([O:26][CH3:27])=[CH:24][CH:25]=2)[C@@H:14]([OH:15])[CH2:13]1)#[CH:5] |f:1.2|. Procedure details: 1.40 g of 2′-deoxy-5-[(trimethylsilyl)ethynyl]-5′-O-(4-methoxytrityl)-uridine (2.35 mmole) prepared in 1-2) was dissolved in 20 ml of THF, and then 0.95 ml TBAF (1.4 eq) was added thereto. After 7 hours, the reaction was terminated, THF was removed using a rotary evaporator, and the resulting residue was subjected to column chromatography (silica gel 60, 230-400 meshes, Merck) to obtain the title compound as a solid. The chromatography was conducted using a mixture of CH2Cl2 and methanol as an e...